Dataset: the Open Reaction Database (ORD), a public repository of structured organic reaction records. Task: describe an organic reaction: reactants, conditions, products, and yield Reactants: oil, C(C)(C)(C)OC(=O)N1C(OC[C@@H]1CC1OCC=CC1)(C)C ((S)-4-(3,6-dihydro-2H-pyran-2-ylmethyl)-2,2-dimethyl-oxazolidine-3-carboxylic acid t-butyl ester), CO (methanol), O.C1(=CC=C(C=C1)S(=O)(=O)O)C (p-toluene sulfonic acid monohydrate). Reagents/catalysts: [Pd] (palladium on carbon). Solvent: C(C)O (ethanol), O1CCCC1 (tetrahydrofuran). Reaction conditions: time 8 hour. The product is C(C)(C)(C)OC(N[C@H](CO)CC1OCCCC1)=O ([(S)-2-hydroxy-1-(tetrahydro-pyran-2-ylmethyl)-ethyl]-carbamic acid t-butyl ester). The yield is 96.2%. RXN SMILES: [C:1]([O:5][C:6]([N:8]1[C@@H:12]([CH2:13][CH:14]2[CH2:19][CH:18]=[CH:17][CH2:16][O:15]2)[CH2:11][O:10]C1(C)C)=[O:7])([CH3:4])([CH3:3])[CH3:2].CO.O.C1(C)C=CC(S(O)(=O)=O)=CC=1>O1CCCC1.C(O)C.[Pd]>[C:1]([O:5][C:6](=[O:7])[NH:8][C@@H:12]([CH2:13][CH:14]1[CH2:19][CH2:18][CH2:17][CH2:16][O:15]1)[CH2:11][OH:10])([CH3:4])([CH3:2])[CH3:3] |f:2.3|. Procedure: To the a solution of (S)-4-(3,6-dihydro-2H-pyran-2-ylmethyl)-2,2-dimethyl-oxazolidine-3-carboxylic acid t-butyl ester (1.15 g, 3.8 mmol) in tetrahydrofuran (2 mL) was added methanol (15 mL) and p-toluene sulfonic acid monohydrate (40 mg). The mixture was stirred at room temperature overnight. Solvents were evaporated and the residue was extracted with ethyl acetate and sodium bicarbonate solution. The organic layer was washed with saturated sodium chloride solution and dried over sodium sulfate.... Reactants: CN(C\C=C\C#CC(C)(C)C)CC1=CC(=CC=C1)OC\C=C\CCl ((E,E)-N-methyl-N-(6,6-dimethyl-2-hepten-4-ynyl)-3-(4-chloro-2-butenyloxy)benzylamine), N1C=NC=C1 (imidazole). The solvent is CN(C=O)C (dimethylformamide). Reaction conditions: temperature 80 celsius. The product is CN(C\C=C\C#CC(C)(C)C)CC1=CC(=CC=C1)OC\C=C\CN1C=NC=C1 ((E,E)-N-methyl-N-(6,6-dimethyl-2-hepten-4-ynyl)-3-[4-(1-imidazolyl)-2-butenyloxy]benzylamine). Yield: 49.5%. Reaction SMILES: [CH3:1][N:2]([CH2:12][C:13]1[CH:18]=[CH:17][CH:16]=[C:15]([O:19][CH2:20]/[CH:21]=[CH:22]/[CH2:23]Cl)[CH:14]=1)[CH2:3]/[CH:4]=[CH:5]/[C:6]#[C:7][C:8]([CH3:11])([CH3:10])[CH3:9].[NH:25]1[CH:29]=[CH:28][N:27]=[CH:26]1>CN(C)C=O>[CH3:1][N:2]([CH2:12][C:13]1[CH:18]=[CH:17][CH:16]=[C:15]([O:19][CH2:20]/[CH:21]=[CH:22]/[CH2:23][N:25]2[CH:29]=[CH:28][N:27]=[CH:26]2)[CH:14]=1)[CH2:3]/[CH:4]=[CH:5]/[C:6]#[C:7][C:8]([CH3:11])([CH3:10])[CH3:9]. Procedure details: 50 mg of (E,E)-N-methyl-N-(6,6-dimethyl-2-hepten-4-ynyl)-3-(4-chloro-2-butenyloxy)benzylamine was dissolved in 0.5 ml of dimethylformamide, and 30 mg of imidazole was added. The mixture was heated at 80° C. for 1 hour. The solvent was evaporated under reduced pressure, and ethyl acetate and water were added to the residue to extract it. The organic layer was separated, washed with a saturated aqueous solution of sodium chloride, and dried over anhydrous magnesium sulfate. The desiccant was separ... Reactants: C1CCOC1, CN1CCCN(C)C1=O, [H-], CI, [Na+], O=C1NCCc2c(-c3ccccc3)[nH]c3cccc1c23. The product is Cn1c(-c2ccccc2)c2c3c(cccc31)C(=O)NCC2. Reaction SMILES: [CH2:25]1[O:26][CH2:27][CH2:28][CH2:29]1.[CH3:30][N:31]1[CH2:32][CH2:33][CH2:34][N:35]([CH3:36])[C:37]1=[O:38].[H-:22].[I:23][CH3:24].[Na+:21].[c:1]1(-[c:7]2[nH:8][c:9]3[cH:10][cH:11][cH:12][c:13]4[c:14]3[c:15]2[CH2:16][CH2:17][NH:18][C:19]4=[O:20])[cH:2][cH:3][cH:4][cH:5][cH:6]1>>[c:1]1(-[c:7]2[n:8]([CH3:24])[c:9]3[cH:10][cH:11][cH:12][c:13]4[c:14]3[c:15]2[CH2:16][CH2:17][NH:18][C:19]4=[O:20])[cH:2][cH:3][cH:4][cH:5][cH:6]1. The reactants are C(C)OC(=O)C1=C(SC=C1C1=CC(=CC(=C1)C)C)N (2-Amino-4-(3,5-dimethyl-phenyl)-thiophene-3-carboxylic acid ethyl ester), C(#N)CC(=O)O (cyanoacetic acid), P(Cl)(Cl)(Cl)(Cl)Cl (PCl5). Solvent: C(Cl)Cl (CH2Cl2), C(Cl)Cl (CH2Cl2), CN(C)C=O (DMF), C(Cl)Cl (CH2Cl2). Product: C(C)OC(=O)C1=C(SC=C1C1=CC(=CC(=C1)C)C)NC(CC#N)=O (2-(2-cyano-acetylamino)-4-(3,5-dimethyl-phenyl)-thiophene-3-carboxylic acid ethyl ester). Reaction SMILES: P(Cl)(Cl)(Cl)(Cl)Cl.[C:7]([CH2:9][C:10](O)=[O:11])#[N:8].[CH2:13]([O:15][C:16]([C:18]1[C:22]([C:23]2[CH:28]=[C:27]([CH3:29])[CH:26]=[C:25]([CH3:30])[CH:24]=2)=[CH:21][S:20][C:19]=1[NH2:31])=[O:17])[CH3:14]>C(Cl)Cl.CN(C=O)C>[CH2:13]([O:15][C:16]([C:18]1[C:22]([C:23]2[CH:24]=[C:25]([CH3:30])[CH:26]=[C:27]([CH3:29])[CH:28]=2)=[CH:21][S:20][C:19]=1[NH:31][C:10](=[O:11])[CH2:9][C:7]#[N:8])=[O:17])[CH3:14]. Procedure: To a stirred suspension of PCl5 (0.74 g, 3.5 mmol) in CH2Cl2 (10 mL) was added a solution of cyanoacetic acid (0.3 g, 3.5 mmol) in CH2Cl2 (5 mL) and DMF (1 mL) dropwise via syringe at room temperature and the reaction mixture was heated at reflux for 1 hour. The reaction was cooled to room temperature and a solution of 2-Amino-4-(3,5-dimethyl-phenyl)-thiophene-3-carboxylic acid ethyl ester (0.78 g, 2.8 mmol) in CH2Cl2 (5 mL) was added via canula over 5 minutes. The reaction was then heated at re...